The task is: describe an organic reaction: reactants, conditions, products, and yield. This data is from the Open Reaction Database (ORD), a public repository of structured organic reaction records. The reactants are Cc1ccccc1, O=CO, CCOC(CN1CCN(C(=O)C=Cc2cccc(Cl)c2)CCC1=O)OCC, O. The product is O=CCN1CCN(C(=O)C=Cc2cccc(Cl)c2)CCC1=O. RXN SMILES: [CH3:32][c:33]1[cH:34][cH:35][cH:36][cH:37][cH:38]1.[CH:28]([OH:29])=[O:30].[Cl:1][c:2]1[cH:3][c:4]([CH:8]=[CH:9][C:10](=[O:11])[N:12]2[CH2:13][CH2:14][N:15]([CH2:20][CH:21]([O:22][CH2:26][CH3:27])[O:23][CH2:24][CH3:25])[C:16](=[O:19])[CH2:17][CH2:18]2)[cH:5][cH:6][cH:7]1.[OH2:31]>>[Cl:1][c:2]1[cH:3][c:4]([CH:8]=[CH:9][C:10](=[O:11])[N:12]2[CH2:13][CH2:14][N:15]([CH2:20][CH:21]=[O:22])[C:16](=[O:19])[CH2:17][CH2:18]2)[cH:5][cH:6][cH:7]1. Starting materials: N[C@@H](CCSC)C(=O)O (L-methionine), NCC(=O)O (glycine), N[C@@H](CCSC)C(=O)O (methionine), ( d ), amino acid. Run in O (water). Yields the product N[C@@H](CCSC)C(=O)NCC(=O)O (L-methionylglycine). RXN SMILES: [NH2:1][C@H:2]([C:7]([OH:9])=O)[CH2:3][CH2:4][S:5][CH3:6].[NH2:10][CH2:11][C:12]([OH:14])=[O:13]>O>[NH2:1][C@H:2]([C:7]([NH:10][CH2:11][C:12]([OH:14])=[O:13])=[O:9])[CH2:3][CH2:4][S:5][CH3:6]. Reported procedure: The title compound was prepared according to the procedures of Example 1A and B above by replacing DL-methionine with L-methionine (Aldrich Chemical Co., Beil. 4(2),938). The title compound had a melting point of 188° to 190° C (d). The compound was found to be water soluble. The product thus obtained was subjected to amino acid analysis and found to contain 49.42 mole percent glycine and 50.58 mole percent methionine.